From a dataset of the Open Reaction Database (ORD), a public repository of structured organic reaction records. describe an organic reaction: reactants, conditions, products, and yield Reactants: COc1ccc(COC(c2ccc(OCc3ccccc3)c(Cl)c2)(C(F)(F)F)C(F)(F)F)cc1, ClCCl, O=C(O)C(F)(F)F. The product is OC(c1ccc(OCc2ccccc2)c(Cl)c1)(C(F)(F)F)C(F)(F)F. RXN SMILES: [CH2:1]([c:2]1[cH:3][cH:4][cH:5][cH:6][cH:7]1)[O:8][c:9]1[c:10]([Cl:34])[cH:11][c:12]([C:15]([C:16]([F:17])([F:18])[F:19])([C:20]([F:21])([F:22])[F:23])[O:24][CH2:25][c:26]2[cH:27][cH:28][c:29]([O:30][CH3:31])[cH:32][cH:33]2)[cH:13][cH:14]1.[Cl:42][CH2:43][Cl:44].[F:35][C:36]([F:37])([F:38])[C:39]([OH:40])=[O:41]>>[CH2:1]([c:2]1[cH:3][cH:4][cH:5][cH:6][cH:7]1)[O:8][c:9]1[c:10]([Cl:34])[cH:11][c:12]([C:15]([C:16]([F:17])([F:18])[F:19])([C:20]([F:21])([F:22])[F:23])[OH:24])[cH:13][cH:14]1. The reactants are N(=NC(=O)OCC)C(=O)OCC (Diethyl azodicarboxylate), FC(C1=CC=C(C=C1)/C=C/C=1OC=C(N1)COC1=CC=C(C=C1)CCCCN1C(=NC=C1)CCO)(F)F (2-[1-[4-[4-[[2-[(E)-2-[4-(trifluoromethyl)phenyl]ethenyl]-1,3-oxazol-4-yl]methoxy]phenyl]butyl]-1H-imidazol-2-yl]-1-ethanol), C1(C=2C(C(N1)=O)=CC=CC2)=O (phthalimide), C1(=CC=CC=C1)P(C1=CC=CC=C1)C1=CC=CC=C1 (triphenylphosphine). Run in C1CCOC1 (THF), C(C)(=O)OCC (ethyl acetate). Conditions: time 24 hour. Yields the product FC(C1=CC=C(C=C1)/C=C/C=1OC=C(N1)COC1=CC=C(C=C1)CCCCN1C(=NC=C1)CCN1C(C2=CC=CC=C2C1=O)=O)(F)F (2-[2-[1-[4-[4-[[2-[(E)-2-[4-(trifluoromethyl)phenyl]ethenyl]-1,3-oxazol-4-yl]methoxy]phenyl]butyl]-1H-imidazol-2-yl]ethyl]-1H-isoindole-1,3(2H)-dione). The yield is 172.1%. Reaction SMILES: N(C(OCC)=O)=NC(OCC)=O.[F:13][C:14]([F:49])([F:48])[C:15]1[CH:20]=[CH:19][C:18](/[CH:21]=[CH:22]/[C:23]2[O:24][CH:25]=[C:26]([CH2:28][O:29][C:30]3[CH:35]=[CH:34][C:33]([CH2:36][CH2:37][CH2:38][CH2:39][N:40]4[CH:44]=[CH:43][N:42]=[C:41]4[CH2:45][CH2:46]O)=[CH:32][CH:31]=3)[N:27]=2)=[CH:17][CH:16]=1.[C:50]1(=[O:60])[NH:54][C:53](=[O:55])[C:52]2=[CH:56][CH:57]=[CH:58][CH:59]=[C:51]12.C1(P(C2C=CC=CC=2)C2C=CC=CC=2)C=CC=CC=1>C1COCC1.C(OCC)(=O)C>[F:48][C:14]([F:13])([F:49])[C:15]1[CH:20]=[CH:19][C:18](/[CH:21]=[CH:22]/[C:23]2[O:24][CH:25]=[C:26]([CH2:28][O:29][C:30]3[CH:35]=[CH:34][C:33]([CH2:36][CH2:37][CH2:38][CH2:39][N:40]4[CH:44]=[CH:43][N:42]=[C:41]4[CH2:45][CH2:46][N:54]4[C:50](=[O:60])[C:51]5[C:52](=[CH:56][CH:57]=[CH:58][CH:59]=5)[C:53]4=[O:55])=[CH:32][CH:31]=3)[N:27]=2)=[CH:17][CH:16]=1. Procedure: Diethyl azodicarboxylate (1.86 ml) was added to a solution of 2-[1-[4-[4-[[2-[(E)-2-[4-(trifluoromethyl)phenyl]ethenyl]-1,3-oxazol-4-yl]methoxy]phenyl]butyl]-1H-imidazol-2-yl]-1-ethanol (2.00 g), phthalimide (605 mg) and triphenylphosphine (1.08 g) in THF (30 ml) at room temperature, and the mixture was stirred for 24 hr. The reaction mixture was diluted with ethyl acetate, successively washed with 1N aqueous sodium hydroxide solution and saturated brine and dried over anhydrous magnesium sulfat...